This data is from the Open Reaction Database (ORD), a public repository of structured organic reaction records. The task is: describe an organic reaction: reactants, conditions, products, and yield Reactants: O (water), CN(C(=O)Cl)C (N,N-dimethylcarbamoylchloride), ClC=1C=CC2=C(N=C(S2)NC)C1 (5-chloro-2-methylaminobenzothiazole), CN(C=O)C (dimethylformamide), [H-].[Na+] (sodiumhydride). The product is ClC=1C=CC2=C(N=C(S2)N(C(N(C)C)=O)C)C1 (3-(5-chlorobenzothiazole-2-yl)-1,1,3-trimethylurea). As a reaction SMILES: [CH3:1][N:2]([CH3:6])[C:3](Cl)=[O:4].[Cl:7][C:8]1[CH:9]=[CH:10][C:11]2[S:15]C(NC)=[N:13][C:12]=2[CH:18]=1.[H-].[Na+].O.[CH3:22][N:23](C)[CH:24]=O>>[Cl:7][C:8]1[CH:9]=[CH:10][C:11]2[S:15][C:1]([N:2]([CH3:6])[C:3](=[O:4])[N:23]([CH3:24])[CH3:22])=[N:13][C:12]=2[CH:18]=1 |f:2.3|. Reported procedure: N,N-dimethylcarbamoylchloride (1.1g) and 5-chloro-2-methylaminobenzothiazole (2g) were dissolved in dimethylformamide (25ml) and the mixture was stirred while adding slowly sodiumhydride (0.44g, 55% oily) in a stream of nitrogen for an hour and maintaining the temperature below -5°C. After stirring 3 additional hours at the room temperature, the mixture was poured into water (100ml) and the precipitate was filtrated, washed and dried.